This data is from the Open Reaction Database (ORD), a public repository of structured organic reaction records. The task is: describe an organic reaction: reactants, conditions, products, and yield Starting materials: COC(C1=CC=C(C=C1)C1=C2/C(/C(NC2=CC=C1[N+](=O)[O-])=O)=C/C=1NC=CC1OC)=O ((Z)-4-[2,3-dihydro-3-[(3-methoxy-1H-pyrrol-2-yl)methylene]-5-nitro-2-oxo-1H-indol-4-yl]-benzoic acid methyl ester), [Cl-].[NH4+] (ammonium chloride). Reagents/catalysts: [Zn] (zinc). Solvent: CO (methanol), O (water). Yields the product COC(C1=CC=C(C=C1)C1=C2/C(/C(NC2=CC=C1N)=O)=C/C=1NC=CC1OC)=O ((Z)-4-[5-amino-2,3-dihydro-3-[(3-methoxy-1H-pyrrol-2-yl) methylene]-2-oxo-1H-indol-4-yl]-benzoic acid methyl ester). The yield is 46.7%. Reaction SMILES: [CH3:1][O:2][C:3](=[O:31])[C:4]1[CH:9]=[CH:8][C:7]([C:10]2[C:18]([N+:19]([O-])=O)=[CH:17][CH:16]=[C:15]3[C:11]=2/[C:12](=[CH:23]/[C:24]2[NH:25][CH:26]=[CH:27][C:28]=2[O:29][CH3:30])/[C:13](=[O:22])[NH:14]3)=[CH:6][CH:5]=1.[Cl-].[NH4+]>O.CO.[Zn]>[CH3:1][O:2][C:3](=[O:31])[C:4]1[CH:9]=[CH:8][C:7]([C:10]2[C:18]([NH2:19])=[CH:17][CH:16]=[C:15]3[C:11]=2/[C:12](=[CH:23]/[C:24]2[NH:25][CH:26]=[CH:27][C:28]=2[O:29][CH3:30])/[C:13](=[O:22])[NH:14]3)=[CH:6][CH:5]=1 |f:1.2|. Procedure details: Using Method L above, (Z)-4-[2,3-dihydro-3-[(3-methoxy-1H-pyrrol-2-yl) methylene]-5-nitro-2-oxo-1H-indol-4-yl]-benzoic acid methyl ester (85 mg, 0.22 mmol) (from Example 45 supra) was reduced with zinc (130 mg, 1.97 mmol) and ammonium chloride (25.8 mg, 0.48 mmol) in 10% water in methanol (10 mL) at reflux for 2 h to yield (Z)-4-[5-amino-2,3-dihydro-3-[(3-methoxy-1H-pyrrol-2-yl) methylene]-2-oxo-1H-indol-4-yl]-benzoic acid methyl ester (yield: 40 mg, 51%). Reactants: Cl.C(=O)(O)CN1C(C(C(SC2=C1C=CC=C2)C2=CC=CC=C2)NC(CCC2=CC=CC=C2)C(=O)OCC)=O (5-carboxymethyl-3-(1-ethoxycarbonyl-3-phenylpropylamino)-2-phenyl-2,3-dihydro-1,5-benzothiazepin-4(5H)-one hydrochloride), aqueous solution, [OH-].[Na+] (sodium hydroxide). Solvent: C(C)O (ethanol). Run at time 4 hour. Yields the product C(=O)(O)C(CCC1=CC=CC=C1)NC1C(SC2=C(N(C1=O)CC(=O)O)C=CC=C2)C2=CC=CC=C2 (3-(1-carboxy-3-phenylpropylamino)-5-carboxymethyl-2-phenyl-2,3-dihydro-1,5-benzothiazepin-4(5H)-one). Isolated yield 79.2%. RXN SMILES: Cl.[C:2]([CH2:5][N:6]1[C:12]2[CH:13]=[CH:14][CH:15]=[CH:16][C:11]=2[S:10][CH:9]([C:17]2[CH:22]=[CH:21][CH:20]=[CH:19][CH:18]=2)[CH:8]([NH:23][CH:24]([C:33]([O:35]CC)=[O:34])[CH2:25][CH2:26][C:27]2[CH:32]=[CH:31][CH:30]=[CH:29][CH:28]=2)[C:7]1=[O:38])([OH:4])=[O:3].[OH-].[Na+]>C(O)C>[C:33]([CH:24]([NH:23][CH:8]1[C:7](=[O:38])[N:6]([CH2:5][C:2]([OH:4])=[O:3])[C:12]2[CH:13]=[CH:14][CH:15]=[CH:16][C:11]=2[S:10][CH:9]1[C:17]1[CH:18]=[CH:19][CH:20]=[CH:21][CH:22]=1)[CH2:25][CH2:26][C:27]1[CH:28]=[CH:29][CH:30]=[CH:31][CH:32]=1)([OH:35])=[O:34] |f:0.1,2.3|. Procedure: 400 mg of the compound obtained in Example 22 was dissolved in a mixture consisting of 5 ml of ethanol and 2.9 ml of a 1N aqueous solution of sodium hydroxide, and the resulting solution was stirred for 4 hours. After the reaction mixture was concentrated under reduced pressure, it was dissolved in 40 ml of water and a small amount of insoluble matter was removed. Then, the aqueous solution was adjusted to pH 2 with concentrated hydrochloric acid. The precipitated crystals were separated by filt... The reactants are CSc1cccc(OC(F)(F)F)c1, O=S(=O)(O)Cl, ClC(Cl)Cl, O. Product: CSc1cccc(OC(F)(F)F)c1, O=S(=O)(Cl)Cl. RXN SMILES: [CH3:1][S:2][c:3]1[cH:4][c:5]([O:9][C:10]([F:11])([F:12])[F:13])[cH:6][cH:7][cH:8]1.[Cl:14][S:15](=[O:16])(=[O:17])[OH:18].[Cl:20][CH:21]([Cl:22])[Cl:23].[OH2:19]>>[CH3:1][S:2][c:3]1[cH:4][c:5]([O:9][C:10]([F:11])([F:12])[F:13])[cH:6][cH:7][cH:8]1.[Cl:14][S:15](=[O:16])(=[O:18])[Cl:20]. The reactants are ice water, C(N)(=O)C=1NN(C(C1)=O)C1=C(C=CC=C1)C (3-carbamoyl-1-(2-methylphenyl)-5-pyrazolone), C(C)#N (acetonitrile), P(=O)(Cl)(Cl)Cl (phosphorus oxychloride). Run in CN(C=O)C (N,N-dimethylformamide). Product: C(#N)C=1NN(C(C1)=O)C1=C(C=CC=C1)C (3-cyano-1-(2-methylphenyl)-5-pyrazolone). As a reaction SMILES: [C:1]([C:4]1[NH:5][N:6]([C:10]2[CH:15]=[CH:14][CH:13]=[CH:12][C:11]=2[CH3:16])[C:7](=[O:9])[CH:8]=1)(=O)[NH2:2].C(#N)C.P(Cl)(Cl)(Cl)=O>CN(C)C=O>[C:1]([C:4]1[NH:5][N:6]([C:10]2[CH:15]=[CH:14][CH:13]=[CH:12][C:11]=2[CH3:16])[C:7](=[O:9])[CH:8]=1)#[N:2]. Reported procedure: 22.5 g of 3-carbamoyl-1-(2-methylphenyl)-5-pyrazolone and 150 ml of acetonitrile were put into a 300 ml three-necked flask. A mixture solution of 35 ml of phosphorus oxychloride and 100 ml of N,N-dimethylformamide was added dropwise thereto at a temperature of 15° C. or below. After completion of the dropwise addition, the reaction mixture was poured into ice water and the crystals thus deposited were collected by filtration. Starting materials: O=C1NC(=O)c2ccccc21, CS(=O)(=O)c1ccc(-n2nc(C(F)(F)F)cc2-c2ccc(-c3ccco3)cc2)cc1CCl, [K], CN(C)C=O, O. The product is CS(=O)(=O)c1ccc(-n2nc(C(F)(F)F)cc2-c2ccc(-c3ccco3)cc2)cc1CN1C(=O)c2ccccc2C1=O. RXN SMILES: [C:33]1(=[O:43])[c:34]2[c:35]([cH:39][cH:40][cH:41][cH:42]2)[C:36](=[O:38])[NH:37]1.[Cl:1][CH2:2][c:3]1[cH:4][c:5](-[n:13]2[n:14][c:15]([C:29]([F:30])([F:31])[F:32])[cH:16][c:17]2-[c:18]2[cH:19][cH:20][c:21](-[c:24]3[o:25][cH:26][cH:27][cH:28]3)[cH:22][cH:23]2)[cH:6][cH:7][c:8]1[S:9](=[O:10])(=[O:11])[CH3:12].[K:44].[O:46]=[CH:47][N:48]([CH3:49])[CH3:50].[OH2:45]>>[CH2:2]([c:3]1[cH:4][c:5](-[n:13]2[n:14][c:15]([C:29]([F:30])([F:31])[F:32])[cH:16][c:17]2-[c:18]2[cH:19][cH:20][c:21](-[c:24]3[o:25][cH:26][cH:27][cH:28]3)[cH:22][cH:23]2)[cH:6][cH:7][c:8]1[S:9](=[O:10])(=[O:11])[CH3:12])[N:37]1[C:33](=[O:43])[c:34]2[c:35]([cH:39][cH:40][cH:41][cH:42]2)[C:36]1=[O:38].